describe an organic reaction: reactants, conditions, products, and yield From a dataset of the Open Reaction Database (ORD), a public repository of structured organic reaction records. The reactants are CN1CC2=C(NC=3C=CC(=CC23)C)CC1 (2,8-dimethyl-2,3,4,5-tetrahydro-1H-pyrido[4,3-b]indole), [H-].[Na+] (NaH), C12CCCCC2O1 (7-oxabicyclo[4.1.0]heptane). Run in CN(C)C=O (DMF), CN(C)C=O (DMF). Reaction conditions: time 15 minute. Yields the product CN1CC2=C(N(C=3C=CC(=CC23)C)C2C(CCCC2)O)CC1 (2-(1,2,3,4-tetrahydro-2,8-dimethylpyrido[4,3-b]indol-5-yl)cyclohexanol). The yield is 60.3%. Reaction SMILES: [CH3:1][N:2]1[CH2:15][CH2:14][C:5]2[NH:6][C:7]3[CH:8]=[CH:9][C:10]([CH3:13])=[CH:11][C:12]=3[C:4]=2[CH2:3]1.[H-].[Na+].[CH:18]12[O:24][CH:23]1[CH2:22][CH2:21][CH2:20][CH2:19]2>CN(C=O)C>[CH3:1][N:2]1[CH2:15][CH2:14][C:5]2[N:6]([CH:22]3[CH2:21][CH2:20][CH2:19][CH2:18][CH:23]3[OH:24])[C:7]3[CH:8]=[CH:9][C:10]([CH3:13])=[CH:11][C:12]=3[C:4]=2[CH2:3]1 |f:1.2|. Procedure: 2,8-dimethyl-2,3,4,5-tetrahydro-1H-pyrido[4,3-b]indole (1 gm, 5 mmol) was taken in DMF (10 ml). NaH (300 mg, 12.5 mmol) was added to it and the reaction mixture stirred at RT for 15 min. 7-oxabicyclo[4.1.0]heptane (0.9 ml, 9.0 mmol) was taken in DMF (3 ml) and added drop wise to the reaction mixture. After complete addition, reaction mixture was heated at 60-65° C. overnight. The reaction was monitored by LCMS. After completion of the reaction, reaction mixture was cooled to RT and quenched with... As a reaction SMILES: [CH2:18]([Li:19])[CH2:20][CH2:21][CH3:22].[CH3:12][NH:13][CH2:14][CH2:15][NH:16][CH3:17].[CH3:1][CH:2]1[C:3](=[O:4])[NH:5][c:6]2[cH:7][cH:8][cH:9][cH:10][c:11]21.[CH3:23][c:24]1[cH:25][cH:26][c:27]([S:28]([O:29][CH2:34][c:35]2[cH:36][n:37][cH:38][n:39][cH:40]2)(=[O:30])=[O:31])[cH:32][cH:33]1.[O:41]1[CH2:42][CH2:43][CH2:44][CH2:45]1.[OH2:46]>>[CH3:1][C:2]1([CH2:34][c:35]2[cH:36][n:37][cH:38][n:39][cH:40]2)[C:3](=[O:4])[NH:5][c:6]2[cH:7][cH:8][cH:9][cH:10][c:11]21. The reactants are [Li]CCCC, CNCCNC, CC1C(=O)Nc2ccccc21, Cc1ccc(S(=O)(=O)OCc2cncnc2)cc1, C1CCOC1, O. The product is CC1(Cc2cncnc2)C(=O)Nc2ccccc21.